Dataset: the Open Reaction Database (ORD), a public repository of structured organic reaction records. Task: describe an organic reaction: reactants, conditions, products, and yield The reactants are CS(C)=O, [NH2-], Cc1cc(C(O)CS(C)(=O)=O)cc(C)c1N, [Na]. The product is Cc1cc(C=O)cc(C)c1N. As a reaction SMILES: [CH3:19][S:20]([CH3:21])=[O:22].[NH2-:18].[NH2:1][c:2]1[c:3]([CH3:16])[cH:4][c:5]([CH:6]([CH2:7][S:8]([CH3:9])(=[O:10])=[O:11])[OH:12])[cH:13][c:14]1[CH3:15].[Na:17]>>[NH2:1][c:2]1[c:3]([CH3:16])[cH:4][c:5]([CH:6]=[O:12])[cH:13][c:14]1[CH3:15]. Reactants: BrCC1=CC=CC2=C1SC=C2 (7-bromomethyl-benzo[b]thiophene), CC(CNC1CCN(CC1)C(=O)OC(C)(C)C)C (1,1-dimethylethyl 4-[(2-methylpropyl)amino]piperidine-1-carboxylate), C([O-])([O-])=O.[K+].[K+] (potassium carbonate). The solvent is C(C)#N (acetonitrile). Yields the product S1C=CC2=C1C(=CC=C2)CN(C2CCN(CC2)C(=O)OC(C)(C)C)CC(C)C (1,1-dimethylethyl 4-{[(benzothien-7-yl)methyl]-(2-methylpropyl)amino}-piperidine-1-carboxylate). Yield: 57.7%. As a reaction SMILES: Br[CH2:2][C:3]1[C:8]2[S:9][CH:10]=[CH:11][C:7]=2[CH:6]=[CH:5][CH:4]=1.[CH3:12][CH:13]([CH3:29])[CH2:14][NH:15][CH:16]1[CH2:21][CH2:20][N:19]([C:22]([O:24][C:25]([CH3:28])([CH3:27])[CH3:26])=[O:23])[CH2:18][CH2:17]1.C(=O)([O-])[O-].[K+].[K+]>C(#N)C>[S:9]1[C:8]2[C:3]([CH2:2][N:15]([CH2:14][CH:13]([CH3:29])[CH3:12])[CH:16]3[CH2:17][CH2:18][N:19]([C:22]([O:24][C:25]([CH3:26])([CH3:27])[CH3:28])=[O:23])[CH2:20][CH2:21]3)=[CH:4][CH:5]=[CH:6][C:7]=2[CH:11]=[CH:10]1 |f:2.3.4|. Procedure: To a solution of 7-bromomethyl-benzo[b]thiophene (0.63 g, 2.8 mmol, 1 eq) and 1,1-dimethylethyl 4-[(2-methylpropyl)amino]piperidine-1-carboxylate (0.71 g, 2.8 mmol, 1 eq) in acetonitrile (25 ml) is added potassium carbonate (0.62 g, 4.4 mmol, 1.6 eq). The mixture is heated to reflux for 16 hours. The solution is filtered and the solvent removed in vacuo. The resulting oil is purified on a 40 g Redisep column using a gradient of 0-20% ethyl acetate/iso-hexane to give 1,1-dimethylethyl 4-{[(benzot... The reactants are CON(C(=O)[C@H]1[C@@H](CCC1)C1=CN(C2=CC=C(C=C12)C#N)C)C (trans-2-(5-Cyano-1-methyl-1H-indol-3-yl)-cyclopentanecarboxylic acid methoxy-methyl-amide), [H-].[Na+] (sodium hydride), [H-].[Al+3].[Li+].[H-].[H-].[H-] (lithium aluminum hydride), IC (iodomethane). Solvent: O1CCCC1 (tetrahydrofuran), O1CCCC1 (tetrahydrofuran). Run at temperature -45 celsius, time 15 minute. Product: C(=O)[C@H]1[C@@H](CCC1)C1=CN(C2=CC=C(C=C12)C#N)C (trans-3-(2-Formyl-cyclopentyl)-1-methyl-1H-indole-5-carbonitrile). Reaction SMILES: CON(C)[C:4]([C@@H:6]1[CH2:10][CH2:9][CH2:8][C@H:7]1[C:11]1[C:19]2[C:14](=[CH:15][CH:16]=[C:17]([C:20]#[N:21])[CH:18]=2)[N:13]([CH3:22])[CH:12]=1)=[O:5].[H-].[Na+].IC.[H-].[Al+3].[Li+].[H-].[H-].[H-]>O1CCCC1>[CH:4]([C@@H:6]1[CH2:10][CH2:9][CH2:8][C@H:7]1[C:11]1[C:19]2[C:14](=[CH:15][CH:16]=[C:17]([C:20]#[N:21])[CH:18]=2)[N:13]([CH3:22])[CH:12]=1)=[O:5] |f:1.2,4.5.6.7.8.9|. Reported procedure: A solution of trans-2-(5-Cyano-1-methyl-1H-indol-3-yl)-cyclopentanecarboxylic acid methoxy-methyl-amide (0.25 g, 0.84 mMol) in anhydrous tetrahydrofuran (15 mL) was treated with sodium hydride (0.067 g, 1.68 mMol). The mixture was stirred for 15 minutes and then treated with iodomethane (0.36 g, 2.52 mMol). After stirring 1.5 hours, the mixture was quenched with water and evaporated. The residue was dissolved in ethyl acetate, washed with brine, dried over sodium sulfate, filtered, and concentra... Reactants: N[C@@H]1C(N(C[C@H](SC1)C1=CC=CC=C1)CC(=O)OC(C)(C)C)=O (t-butyl rel-α-[6(R)-amino-5-oxo-2(R)-phenylperhydro-1,4-thiazepin-4-yl]acetate), BrC(C(=O)OCC)CCCCN1C(C=2C(C1=O)=CC=CC2)=O (ethyl 2-bromo-6-phthalimidohexanoate), C([O-])([O-])=O.[Na+].[Na+] (sodium carbonate). Product: C(C)OC(=O)C(CCCCN1C(C=2C(C1=O)=CC=CC2)=O)N[C@@H]2C(N(C[C@H](SC2)C2=CC=CC=C2)CC(=O)OC(C)(C)C)=O (t-Butyl rel-α-[6(R)-(1-ethoxycarbonyl-5-phthalimidopentylamino)-5-oxo-2(R)-phenylperhydro-1,4-thiazepin-4-yl]acetate). RXN SMILES: [NH2:1][C@H:2]1[CH2:8][S:7][C@H:6]([C:9]2[CH:14]=[CH:13][CH:12]=[CH:11][CH:10]=2)[CH2:5][N:4]([CH2:15][C:16]([O:18][C:19]([CH3:22])([CH3:21])[CH3:20])=[O:17])[C:3]1=[O:23].Br[CH:25]([CH2:31][CH2:32][CH2:33][CH2:34][N:35]1[C:39](=[O:40])[C:38]2=[CH:41][CH:42]=[CH:43][CH:44]=[C:37]2[C:36]1=[O:45])[C:26]([O:28][CH2:29][CH3:30])=[O:27].C(=O)([O-])[O-].[Na+].[Na+]>>[CH2:29]([O:28][C:26]([CH:25]([NH:1][C@H:2]1[CH2:8][S:7][C@H:6]([C:9]2[CH:14]=[CH:13][CH:12]=[CH:11][CH:10]=2)[CH2:5][N:4]([CH2:15][C:16]([O:18][C:19]([CH3:20])([CH3:22])[CH3:21])=[O:17])[C:3]1=[O:23])[CH2:31][CH2:32][CH2:33][CH2:34][N:35]1[C:39](=[O:40])[C:38]2=[CH:41][CH:42]=[CH:43][CH:44]=[C:37]2[C:36]1=[O:45])=[O:27])[CH3:30] |f:2.3.4|. Procedure details: By following the same procedure as described in Example 4, a condensation reaction was carried out between 336 mg of t-butyl rel-α-[6(R)-amino-5-oxo-2(R)-phenylperhydro-1,4-thiazepin-4-yl]acetate and 552 mg of ethyl 2-bromo-6-phthalimidohexanoate in the presence of 318 mg of sodium carbonate to give two diastereoisomers. These isomers were separated by column chromatography through silica gel using a mixture of cyclohexane and ethyl acetate in the ratio 5:1 by volume as the eluent.